This data is from the Open Reaction Database (ORD), a public repository of structured organic reaction records. The task is: describe an organic reaction: reactants, conditions, products, and yield Reactants: COC=1C=C2CCC(C2=CC1)=O (5-methoxy-1-indanone), [Al+3].[Cl-].[Cl-].[Cl-] (AlCl3). The solvent is C1=CC=CC=C1 (benzene). Product: OC=1C=C2CCC(C2=CC1)=O (5-hydroxy-1-indanone). As a reaction SMILES: C[O:2][C:3]1[CH:4]=[C:5]2[C:9](=[CH:10][CH:11]=1)[C:8](=[O:12])[CH2:7][CH2:6]2.[Al+3].[Cl-].[Cl-].[Cl-]>C1C=CC=CC=1>[OH:2][C:3]1[CH:4]=[C:5]2[C:9](=[CH:10][CH:11]=1)[C:8](=[O:12])[CH2:7][CH2:6]2 |f:1.2.3.4|. Procedure details: To a solution of 5-methoxy-1-indanone (2 g, 12.3 mmol) in benzene (50 ml) was added AlCl3 (4 g, 31 mmol). The mixture was heated at reflux for 5 hours and extracted with ethyl acetate. The organic phase was evaporated and purified by flash chromatography, eluting with CH2Cl2 /CH3CN (90/10) to give 5-hydroxy-1-indanone as a yellow solid (1.65 g; 90%). Reactants: [K] (potassium), ice water, OC1=CC=C(C=C1)CC(=O)O (4-hydroxyphenylacetic acid), C(C(C)(C)C)(=O)OCCl (Chloromethyl pivalate). Solvent: CN(C=O)C (dimethylformamide). Conditions: time 24 hour. The product is OC1=CC=C(C=C1)CC(=O)OCOC(C(C)(C)C)=O (pivalyloxymethyl 4-hydroxyphenylacetate). Yield: 70.2%. Reaction SMILES: [K].[OH:2][C:3]1[CH:8]=[CH:7][C:6]([CH2:9][C:10]([OH:12])=[O:11])=[CH:5][CH:4]=1.[C:13]([O:19][CH2:20]Cl)(=[O:18])[C:14]([CH3:17])([CH3:16])[CH3:15]>CN(C)C=O>[OH:2][C:3]1[CH:4]=[CH:5][C:6]([CH2:9][C:10]([O:12][CH2:20][O:19][C:13](=[O:18])[C:14]([CH3:17])([CH3:16])[CH3:15])=[O:11])=[CH:7][CH:8]=1 |^1:0|. Reported procedure: The potassium salt of 4-hydroxyphenylacetic acid (9.5 g. 0.05 mL) was suspended in dimethylformamide (25 mL). Chloromethyl pivalate (7.53 g, 0.05 mol) was added and the reaction mixture was stirred at room temperature for 24 hours. The reaction mixture was poured into ice water and extracted with ethyl acetate (100 mL) . The ethyl acetate layer was washed, first with aqueous 5% NaHCO3 (100 mL) and then twice with water, then was dried over anhydrous MgSO4, filtered and evaporated to yield pivaly... Starting materials: CC(C)(C)OC(=O)N1CCN(S(=O)(=O)c2cc3cc(Cl)ccc3n2S(=O)(=O)c2ccccc2)CC1, CO, [Cl-], ClCCl, [NH4+], [Na+], [OH-], O. The product is CC(C)(C)OC(=O)N1CCN(S(=O)(=O)c2cc3cc(Cl)ccc3[nH]2)CC1. RXN SMILES: [C:1]([CH3:2])([CH3:3])([CH3:4])[O:5][C:6](=[O:7])[N:8]1[CH2:9][CH2:10][N:11]([S:14](=[O:15])(=[O:16])[c:17]2[n:18]([S:27]([c:28]3[cH:29][cH:30][cH:31][cH:32][cH:33]3)(=[O:34])=[O:35])[c:19]3[cH:20][cH:21][c:22]([Cl:26])[cH:23][c:24]3[cH:25]2)[CH2:12][CH2:13]1.[CH3:36][OH:37].[Cl-:40].[Cl:42][CH2:43][Cl:44].[NH4+:41].[Na+:39].[OH-:38].[OH2:45]>>[C:1]([CH3:2])([CH3:3])([CH3:4])[O:5][C:6](=[O:7])[N:8]1[CH2:9][CH2:10][N:11]([S:14](=[O:15])(=[O:16])[c:17]2[nH:18][c:19]3[cH:20][cH:21][c:22]([Cl:26])[cH:23][c:24]3[cH:25]2)[CH2:12][CH2:13]1.